Dataset: the Open Reaction Database (ORD), a public repository of structured organic reaction records. Task: describe an organic reaction: reactants, conditions, products, and yield Reactants: ClCCl, N#Cc1ccn2cc(CCl)nc2c1, Cl, NCC1OCCO1. RXN SMILES: [Cl:22][CH2:23][Cl:24].[Cl:9][CH2:10][c:11]1[n:12][c:13]2[n:14]([cH:15][cH:16][c:17]([C:19]#[N:20])[cH:18]2)[cH:21]1.[ClH:8].[O:1]1[CH:2]([CH2:6][NH2:7])[O:3][CH2:4][CH2:5]1>>[O:1]1[CH:2]([CH2:6][NH:7][CH2:10][c:11]2[n:12][c:13]3[n:14]([cH:15][cH:16][c:17]([C:19]#[N:20])[cH:18]3)[cH:21]2)[O:3][CH2:4][CH2:5]1. Product: N#Cc1ccn2cc(CNCC3OCCO3)nc2c1. Reaction SMILES: [CH3:22][CH2:23][O:24][C:25](=[O:26])[CH3:27].[CH3:28][C:29](=[O:30])[OH:31].[CH:4](=[CH:5][CH3:6])[c:7]1[c:8]([OH:21])[c:9]([O:13][c:14]2[c:15]([CH3:20])[cH:16][cH:17][cH:18][cH:19]2)[cH:10][cH:11][cH:12]1.[O-:1][O+:2]=[O:3]>>[O:1]=[CH:4][c:7]1[c:8]([OH:21])[c:9]([O:13][c:14]2[c:15]([CH3:20])[cH:16][cH:17][cH:18][cH:19]2)[cH:10][cH:11][cH:12]1. Starting materials: CCOC(C)=O, CC(=O)O, CC=Cc1cccc(Oc2ccccc2C)c1O, O=[O+][O-]. Yields the product Cc1ccccc1Oc1cccc(C=O)c1O. The reactants are BrC=1C=C2C(=C(C=NC2=CC1)N)NC1=C(C=C(C=C1)OC)OC (6-bromo-N4-(2,4-dimethoxyphenyl)quinoline-3,4-diamine), C[S-](C(=NC#N)[S-])C (dimethylcyanocarbonimidodithioate), C([O-])([O-])=O.[Cs+].[Cs+] (cesium carbonate). Solvent: CN(C)C=O (DMF). Reaction conditions: temperature 80 celsius. The product is BrC1=CC=2C3=C(C=NC2C=C1)NC(N3C3=C(C=C(C=C3)OC)OC)=NC#N (N-(8-bromo-1-(2,4-dimethoxyphenyl)-1H-imidazo[4,5-c]quinolin-2(3H)-ylidene)cyanamide). RXN SMILES: [Br:1][C:2]1[CH:3]=[C:4]2[C:9](=[CH:10][CH:11]=1)[N:8]=[CH:7][C:6]([NH2:12])=[C:5]2[NH:13][C:14]1[CH:19]=[CH:18][C:17]([O:20][CH3:21])=[CH:16][C:15]=1[O:22][CH3:23].C[S-](C)[C:26]([S-])=[N:27][C:28]#[N:29].C(=O)([O-])[O-].[Cs+].[Cs+]>CN(C=O)C>[Br:1][C:2]1[CH:11]=[CH:10][C:9]2[N:8]=[CH:7][C:6]3[NH:12][C:26](=[N:27][C:28]#[N:29])[N:13]([C:14]4[CH:19]=[CH:18][C:17]([O:20][CH3:21])=[CH:16][C:15]=4[O:22][CH3:23])[C:5]=3[C:4]=2[CH:3]=1 |f:2.3.4|. Procedure details: To the stirred solution of 6-bromo-N4-(2,4-dimethoxyphenyl)quinoline-3,4-diamine (10.69 mmol) in DMF (10 mL) was added dimethylcyanocarbonimidodithioate (16.03 mmol) followed by cesium carbonate (32.1 mmol) and the resulting reaction mixture was heated at 80° C. for 18 h. Completion of reaction was monitored by TLC, solvent evaporated under reduced pressure. Residue was diluted with water & extracted with ethyl acetate (250 mlx 5), organic layer were dried over anhydrous Na2SO4 and evaporated un... The reactants are Clc1cc2c(Nc3ccc4c(cnn4Cc4ccccc4)c3)ncnc2cn1, CCCC[Sn](CCCC)(CCCC)c1ccc(C2OCCO2)o1, C1COCCO1, Cl[Pd]Cl, c1ccc(P(CCCCP(c2ccccc2)c2ccccc2)c2ccccc2)cc1. Product: c1ccc(Cn2ncc3cc(Nc4ncnc5cnc(-c6ccc(C7OCCO7)o6)cc45)ccc32)cc1. RXN SMILES: [CH2:1]([c:2]1[cH:3][cH:4][cH:5][cH:6][cH:7]1)[n:8]1[n:9][cH:10][c:11]2[cH:12][c:13]([NH:17][c:18]3[c:19]4[c:20]([n:21][cH:22][n:23]3)[cH:24][n:25][c:26]([Cl:28])[cH:27]4)[cH:14][cH:15][c:16]12.[CH2:29]([Sn:30]([CH2:31][CH2:32][CH2:33][CH3:44])([c:34]1[o:35][c:36]([CH:39]2[O:40][CH2:41][CH2:42][O:43]2)[cH:37][cH:38]1)[CH2:45][CH2:46][CH2:47][CH3:48])[CH2:49][CH2:50][CH3:51].[O:52]1[CH2:53][CH2:54][O:55][CH2:56][CH2:57]1.[Pd:58]([Cl:59])[Cl:60].[c:61]1([P:62]([c:63]2[cH:64][cH:65][cH:66][cH:67][cH:68]2)[CH2:69][CH2:70][CH2:71][CH2:72][P:73]([c:74]2[cH:75][cH:76][cH:77][cH:78][cH:79]2)[c:80]2[cH:81][cH:82][cH:83][cH:84][cH:85]2)[cH:86][cH:87][cH:88][cH:89][cH:90]1>>[CH2:1]([c:2]1[cH:3][cH:4][cH:5][cH:6][cH:7]1)[n:8]1[n:9][cH:10][c:11]2[cH:12][c:13]([NH:17][c:18]3[c:19]4[c:20]([n:21][cH:22][n:23]3)[cH:24][n:25][c:26](-[c:34]3[o:35][c:36]([CH:39]5[O:40][CH2:41][CH2:42][O:43]5)[cH:37][cH:38]3)[cH:27]4)[cH:14][cH:15][c:16]12. Product: P(=O)(O)(O)OC[C@@H]1CC[C@@H](O1)N1C(=O)NC(=O)C(=C1)CC#CCOCCNC(C(F)(F)F)=O (5-(4-(N-trifluoroacetyl-2-aminoethoxy)but-2-yn-1-yl)-2′,3′-dideoxyuridine-5′-monophosphate). Reaction conditions: time 2.5 hour. The reactants are FC(C(=O)NCCOCC#CCC=1C(NC(N([C@H]2CC[C@@H](CO)O2)C1)=O)=O)(F)F (5-(4-(N-trifluoroacetyl-2-aminoethoxy)but-2-yn-1-yl)-2′,3′-dideoxy-uridine), O=P(Cl)(Cl)Cl (POCl3), P(=O)(OC)(OC)OC (P(O)(OCH3)3). As a reaction SMILES: [F:1][C:2]([F:29])([F:28])[C:3]([NH:5][CH2:6][CH2:7][O:8][CH2:9][C:10]#[C:11][CH2:12][C:13]1[C:14](=[O:27])[NH:15][C:16](=[O:26])[N:17]([CH:25]=1)[C@@H:18]1[O:24][C@H:21]([CH2:22][OH:23])[CH2:20][CH2:19]1)=[O:4].O=P(Cl)(Cl)Cl.[P:35](OC)([O:39]C)([O:37]C)=[O:36]>>[P:35]([O:23][CH2:22][C@H:21]1[O:24][C@@H:18]([N:17]2[CH:25]=[C:13]([CH2:12][C:11]#[C:10][CH2:9][O:8][CH2:7][CH2:6][NH:5][C:3](=[O:4])[C:2]([F:28])([F:1])[F:29])[C:14](=[O:27])[NH:15][C:16]2=[O:26])[CH2:19][CH2:20]1)([OH:39])([OH:37])=[O:36]. Procedure details: To a solution of 5 (30 mg, 0.0738 mmol) in P(O)(OCH3)3 (0.5 mL) was treated with POCl3 (70 μL, 0.73 mmol) at 0° C., followed by stirring at r.t for 2-3 h and then evaporating solvent under reduced pressure and purification by preparative reverse phase HPLC to afford the corresponding mono phosphate 6. 31P NMR (CD3OD, 121.4 MHz) δ 0.79 (s); 19F NMR (CDCl3, 282.2 MHz) δ −77.37 (s, CF3). To a dried solution of 6 in DMF (1 mL) were added 1,1′-carbonyldiimidazole (CDI, 33 mg, 0.21 mmol), followed by ... Starting materials: [H-].[Na+] (Sodium hydride), C(#N)C1=CC=C2CC(NC2=C1)=O (6-cyanooxindole), ClC1=NC=NC2=CC(=C(C=C12)OC)OCCCN1CCOCC1 (4-chloro-6-methoxy-7-(3-morpholinopropoxy)quinazoline). Conditions: time 15 minute. Yields the product C(#N)C1=CC=C2C(C(NC2=C1)=O)C1=NC=NC2=CC(=C(C=C12)OC)OCCCN1CCOCC1 (4-(6-cyanooxindol-3-yl)-6-methoxy-7-(3-morpholinopropoxy)quinazoline). The yield is 13.3%. Reaction SMILES: [H-].[Na+].[C:3]([C:5]1[CH:13]=[C:12]2[C:8]([CH2:9][C:10](=[O:14])[NH:11]2)=[CH:7][CH:6]=1)#[N:4].Cl[C:16]1[C:25]2[C:20](=[CH:21][C:22]([O:28][CH2:29][CH2:30][CH2:31][N:32]3[CH2:37][CH2:36][O:35][CH2:34][CH2:33]3)=[C:23]([O:26][CH3:27])[CH:24]=2)[N:19]=[CH:18][N:17]=1>>[C:3]([C:5]1[CH:13]=[C:12]2[C:8]([CH:9]([C:16]3[C:25]4[C:20](=[CH:21][C:22]([O:28][CH2:29][CH2:30][CH2:31][N:32]5[CH2:33][CH2:34][O:35][CH2:36][CH2:37]5)=[C:23]([O:26][CH3:27])[CH:24]=4)[N:19]=[CH:18][N:17]=3)[C:10](=[O:14])[NH:11]2)=[CH:7][CH:6]=1)#[N:4] |f:0.1|. Procedure details: Sodium hydride (80 mg, 2.07 mmol) was added to a solution of 6-cyanooxindole (280 mg, 1.78 mmol), (prepared as described for the starting material in Example 57), in dry, degassed DMF (10 ml) and the suspension stirred for 15 minutes at ambient temperature. A solution of 4-chloro-6-methoxy-7-(3-morpholinopropoxy)quinazoline (200 mg, 0.59 mmol), (prepared as described for the starting material in Example 5), in a dry, degassed mixture of DMF (2 ml) and THF (2 ml) was added dropwise and the reacti... Starting materials: NC1=CC=C(C#N)C=C1 (4-aminobenzonitrile), FC1=C(C=O)C=C(C=C1OC)OC (2-fluoro-3,5-dimethoxybenzaldehyde), C[Si](C)(C)C#N (trimethylsilyl cyanide), C(F)(F)(F)S(=O)(=O)[O-].C(F)(F)(F)S(=O)(=O)[O-].C(F)(F)(F)S(=O)(=O)[O-].[Yb+3] (Yb(OTf)3). Solvent: O (water), C(C)(=O)OCC (ethyl acetate), ClCCl (dichloromethane). Product: C(#N)C(C1=C(C(=CC(=C1)OC)OC)F)NC1=CC=C(C#N)C=C1 (4-{[cyano-(2-fluoro-3,5-dimethoxyphenyl)methyl]amino}benzonitrile). Reaction SMILES: [NH2:1][C:2]1[CH:9]=[CH:8][C:5]([C:6]#[N:7])=[CH:4][CH:3]=1.[F:10][C:11]1[C:18]([O:19][CH3:20])=[CH:17][C:16]([O:21][CH3:22])=[CH:15][C:12]=1[CH:13]=O.C[Si]([C:27]#[N:28])(C)C.C(S([O-])(=O)=O)(F)(F)F.C(S([O-])(=O)=O)(F)(F)F.C(S([O-])(=O)=O)(F)(F)F.[Yb+3]>ClCCl.O.C(OCC)(=O)C>[C:27]([CH:13]([NH:1][C:2]1[CH:9]=[CH:8][C:5]([C:6]#[N:7])=[CH:4][CH:3]=1)[C:12]1[CH:15]=[C:16]([O:21][CH3:22])[CH:17]=[C:18]([O:19][CH3:20])[C:11]=1[F:10])#[N:28] |f:3.4.5.6|. Reported procedure: After adding 1.23 g of 4-aminobenzonitrile [CAS No. 873-74-5], 1.92 g of 2-fluoro-3,5-dimethoxybenzaldehyde [CAS No. 113984-71-7], 1.0 g of MS3A and 2.77 ml of trimethylsilyl cyanide to a solution of 0.645 g of Yb(OTf)3 in 20 ml of dichloromethane under a nitrogen atmosphere, the mixture was stirred at room temperature for 20 hours. After then adding 500 ml of ethyl acetate and 300 ml of water to the reaction mixture, it was filtered through celite and the celite was washed with 500 ml of ethyl ... The reactants are [H-].[Na+] (NaH), CI (methyl iodide), OC(C#N)C(OC1=C(C=CC=C1)OC)C1=CC=CC=C1 (2-hydroxy-3-phenyl-3-(2-methoxy-phenoxy)-propionitrile). Run in O (water), CN(C)C=O (DMF), O (water). Product: COC(C#N)C(OC1=C(C=CC=C1)OC)C1=CC=CC=C1 (2-methoxy-3-phenyl-3-(2-methoxy-phenoxy)-propionitrile). Yield: 68.9%. As a reaction SMILES: [OH:1][CH:2]([CH:5]([C:15]1[CH:20]=[CH:19][CH:18]=[CH:17][CH:16]=1)[O:6][C:7]1[CH:12]=[CH:11][CH:10]=[CH:9][C:8]=1[O:13][CH3:14])[C:3]#[N:4].[CH3:21]I.[H-].[Na+]>CN(C=O)C.O>[CH3:21][O:1][CH:2]([CH:5]([C:15]1[CH:20]=[CH:19][CH:18]=[CH:17][CH:16]=1)[O:6][C:7]1[CH:12]=[CH:11][CH:10]=[CH:9][C:8]=1[O:13][CH3:14])[C:3]#[N:4] |f:2.3|. Procedure details: b 2.69 g of 2-hydroxy-3-phenyl-3-(2-methoxy-phenoxy)-propionitrile dissolved in 25 ml of anhydrous DMF and 7.1 g of methyl iodide were stirred at 0° C. Addition was made, in portions, of 2.18 g of 55% NaH. After the addition, the whole was stirred at 0°-5° C. for 1 and a half hours. Under an atmosphere of nitrogen the whole was then decomposed cautiously with water, diluted with plentiful water, extracted with ethyl acetate and washed with water. The organic phase was dried over Na2SO4 and evapo...